This data is from the Open Reaction Database (ORD), a public repository of structured organic reaction records. The task is: describe an organic reaction: reactants, conditions, products, and yield The reactants are CC(C)(C)OC(=O)NCC1CCC(CC#N)CC1, ClCCl, O=C(O)C(F)(F)F. Product: N#CCC1CCC(CN)CC1. As a reaction SMILES: [C:1](#[N:2])[CH2:3][CH:4]1[CH2:5][CH2:6][CH:7]([CH2:10][NH:11][C:12](=[O:13])[O:14][C:15]([CH3:16])([CH3:17])[CH3:18])[CH2:8][CH2:9]1.[Cl:26][CH2:27][Cl:28].[OH:19][C:20]([C:21]([F:22])([F:23])[F:24])=[O:25]>>[C:1](#[N:2])[CH2:3][CH:4]1[CH2:5][CH2:6][CH:7]([CH2:10][NH2:11])[CH2:8][CH2:9]1.